Dataset: the Open Reaction Database (ORD), a public repository of structured organic reaction records. Task: describe an organic reaction: reactants, conditions, products, and yield Starting materials: C1(CCCCCC1)=O (cycloheptanone), [I-].C[S+](C)C (trimethylsulfonium iodide), CC(C)([O-])C.[K+] (potassium tert-butoxide). Solvent: CS(=O)C (DMSO), CS(=O)C (DMSO). Yields the product O1CC12CCCCCC2 (1-oxaspiro[2.6]nonane). As a reaction SMILES: [I-].C[S+](C)C.[C:6]1(=[O:13])[CH2:12][CH2:11][CH2:10][CH2:9][CH2:8][CH2:7]1.[CH3:14]C(C)([O-])C.[K+]>CS(C)=O>[O:13]1[C:6]2([CH2:12][CH2:11][CH2:10][CH2:9][CH2:8][CH2:7]2)[CH2:14]1 |f:0.1,3.4|. Procedure details: To a mixture of trimethylsulfonium iodide (35.7 g) in 300 mL dry DMSO was added 11.2 g of cycloheptanone with stirring. A solution of potassium tert-butoxide (16.83 g) in 200 mL dry DMSO was slowly added. The resulting solution was stirred at room temperature for 16 hours. The reaction mixture was quenched by addition of water (600 mL), and extracted with diethyl ether (3×200 mL). The combined organic layers were washed with water (200 mL), dried over Na2SO4, filtered, and concentrated under red... The reactants are CN(C)C=O, C=Cc1c[nH]c(=O)[nH]c1=O, ClI. Product: O=c1[nH]cc(C=CI)c(=O)[nH]1. Reaction SMILES: [CH3:13][N:14]([CH3:15])[CH:16]=[O:17].[CH:1](=[CH2:2])[c:3]1[c:4](=[O:10])[nH:5][c:6](=[O:9])[nH:7][cH:8]1.[I:11][Cl:12]>>[CH:1](=[CH:2][I:11])[c:3]1[c:4](=[O:10])[nH:5][c:6](=[O:9])[nH:7][cH:8]1. The reactants are CC(C)(C)OC(=O)NC(Cc1ccc2ccccc2c1)C(=O)O, ClCCl, CCN=C=NCCCN(C)C, CN(C)C=O, Cl, NC(=O)c1nc(C(N)Cc2ccc3ccccc3c2)sc1-c1ccccc1, On1nnc2ccccc21. The product is CC(C)(C)OC(=O)NC(Cc1ccc2ccccc2c1)C(=O)NC(Cc1ccc2ccccc2c1)c1nc(C(N)=O)c(-c2ccccc2)s1. As a reaction SMILES: [C:1]([CH3:2])([CH3:3])([CH3:4])[O:5][C:6](=[O:7])[NH:8][CH:9]([C:10](=[O:11])[OH:12])[CH2:13][c:14]1[cH:15][c:16]2[cH:17][cH:18][cH:19][cH:20][c:21]2[cH:22][cH:23]1.[CH2:78]([Cl:79])[Cl:80].[CH3:35][N:36]([CH3:37])[CH2:38][CH2:39][CH2:40][N:41]=[C:42]=[N:43][CH2:44][CH3:45].[CH:73]([N:74]([CH3:75])[CH3:76])=[O:77].[ClH:34].[NH2:46][CH:47]([CH2:48][c:49]1[cH:50][c:51]2[cH:52][cH:53][cH:54][cH:55][c:56]2[cH:57][cH:58]1)[c:59]1[s:60][c:61](-[c:67]2[cH:68][cH:69][cH:70][cH:71][cH:72]2)[c:62]([C:64](=[O:65])[NH2:66])[n:63]1.[OH:24][n:25]1[c:26]2[cH:27][cH:28][cH:29][cH:30][c:31]2[n:32][n:33]1>>[C:1]([CH3:2])([CH3:3])([CH3:4])[O:5][C:6](=[O:7])[NH:8][CH:9]([C:10](=[O:12])[NH:46][CH:47]([CH2:48][c:49]1[cH:50][c:51]2[cH:52][cH:53][cH:54][cH:55][c:56]2[cH:57][cH:58]1)[c:59]1[s:60][c:61](-[c:67]2[cH:68][cH:69][cH:70][cH:71][cH:72]2)[c:62]([C:64](=[O:65])[NH2:66])[n:63]1)[CH2:13][c:14]1[cH:15][c:16]2[cH:17][cH:18][cH:19][cH:20][c:21]2[cH:22][cH:23]1. Run in ClCCl (dichloromethane), C(C)N(CC)CC (triethylamine). Conditions: time 14 hour. Procedure: To a stirred solution of 1-mercapto-1-cyclopentanecarboxylic acid (1.74 g, 4.54 mmol) in dichloromethane (50 mL) and triethylamine (0.63 mL) is added [(1-amino-(1-cyclopentyl)carbonyl]-L-tyrosine butyl ester hydrochloride (0.66 g). To this solution is added 1-hydroxy-7-azabenzotriazole (0.68 g, 4.55 mmol) and 1,3-dicyclohexylcarbodiimide (1.03 g, 4.99 mmol). The mixture is stirred for 14 hours and then the solid precipitate is removed by filtration. The organic phase is washed with a saturated s... Yields the product C(CCC)OC([C@@H](NC(=O)C1(CCCC1)NC(=O)C1(CCCC1)S)CC1=CC=C(C=C1)O)=O (N-[[1-[[(1-mercapto-1-cyclopentyl)carbonyl]amino]-1-cyclopentyl]carbonyl]-L-tyrosine butyl ester). The reactants are SC1(CCCC1)C(=O)O (1-mercapto-1-cyclopentanecarboxylic acid), Cl.C(CCC)OC([C@@H](NC(=O)C1(CCCC1)N)CC1=CC=C(C=C1)O)=O ((1-amino-(1-cyclopentyl)carbonyl]-L-tyrosine butyl ester hydrochloride), ON1N=NC2=C1N=CC=C2 (1-hydroxy-7-azabenzotriazole), C1(CCCCC1)N=C=NC1CCCCC1 (1,3-dicyclohexylcarbodiimide). As a reaction SMILES: [SH:1][C:2]1([C:7]([OH:9])=O)[CH2:6][CH2:5][CH2:4][CH2:3]1.Cl.[CH2:11]([O:15][C:16](=[O:35])[C@H:17]([CH2:27][C:28]1[CH:33]=[CH:32][C:31]([OH:34])=[CH:30][CH:29]=1)[NH:18][C:19]([C:21]1([NH2:26])[CH2:25][CH2:24][CH2:23][CH2:22]1)=[O:20])[CH2:12][CH2:13][CH3:14].ON1C2N=CC=CC=2N=N1.C1(N=C=NC2CCCCC2)CCCCC1>ClCCl.C(N(CC)CC)C>[CH2:11]([O:15][C:16](=[O:35])[C@H:17]([CH2:27][C:28]1[CH:33]=[CH:32][C:31]([OH:34])=[CH:30][CH:29]=1)[NH:18][C:19]([C:21]1([NH:26][C:7]([C:2]2([SH:1])[CH2:3][CH2:4][CH2:5][CH2:6]2)=[O:9])[CH2:25][CH2:24][CH2:23][CH2:22]1)=[O:20])[CH2:12][CH2:13][CH3:14] |f:1.2|. The reactants are CO, C[O-], Cc1ccccc1, CCOC(CF)=C(C#N)c1cccc(Cl)c1Cl, Cl, N=C(N)N, [Na+]. Product: N#CCc1cccc(Cl)c1Cl. As a reaction SMILES: [CH3:33][OH:34].[CH3:6][O-:7].[CH3:9][c:10]1[cH:11][cH:12][cH:13][cH:14][cH:15]1.[Cl:16][c:17]1[c:18]([C:24]([C:25]#[N:26])=[C:27]([O:28][CH2:29][CH3:30])[CH2:31][F:32])[cH:19][cH:20][cH:21][c:22]1[Cl:23].[ClH:1].[NH2:2][C:3]([NH2:4])=[NH:5].[Na+:8]>>[Cl:16][c:17]1[c:18]([CH2:24][C:25]#[N:26])[cH:19][cH:20][cH:21][c:22]1[Cl:23].